This data is from the Open Reaction Database (ORD), a public repository of structured organic reaction records. The task is: describe an organic reaction: reactants, conditions, products, and yield Reactants: [N+](=O)([O-])C1=NN(C=C1)C1CN(C1)C(=O)OC(C)(C)C (tert-Butyl 3-(3-Nitro-1H-pyrazol-1-yl)azetidine-1-carboxylate). Solvent: C(C)O (ethanol). Reaction conditions: time 4 hour. The product is NC1=NN(C=C1)C1CN(C1)C(=O)OC(C)(C)C (tert-Butyl 3-(3-Amino-1H-pyrazol-1-yl)azetidine-1-carboxylate). Yield: 102.2%. Reaction SMILES: [N+:1]([C:4]1[CH:8]=[CH:7][N:6]([CH:9]2[CH2:12][N:11]([C:13]([O:15][C:16]([CH3:19])([CH3:18])[CH3:17])=[O:14])[CH2:10]2)[N:5]=1)([O-])=O>C(O)C>[NH2:1][C:4]1[CH:8]=[CH:7][N:6]([CH:9]2[CH2:10][N:11]([C:13]([O:15][C:16]([CH3:19])([CH3:18])[CH3:17])=[O:14])[CH2:12]2)[N:5]=1. Procedure details: A 500-mL Parr reactor bottle was purged with nitrogen and charged with 10% palladium on carbon (50% wet, 100 mg dry weight) and a solution of 105a (1.91 g, 7.23 mmol) in ethanol (25 mL). The bottle was attached to a Parr hydrogenator, evacuated, charged with hydrogen gas to a pressure of 50 psi and shaken for 4 h. After this time, the hydrogen was evacuated, and nitrogen was charged into the bottle. Celite 521 (5 g) was added, and the mixture was filtered through a pad of Celite 521. The filter ...